From a dataset of the Open Reaction Database (ORD), a public repository of structured organic reaction records. describe an organic reaction: reactants, conditions, products, and yield Starting materials: COC(=O)CCCC=CCC1C(O)CC(O)C1COC(=S)NCc1ccccc1, [Li+], [OH-], O. Yields the product O=C(O)CCCC=CCC1C(O)CC(O)C1COC(=S)NCc1ccccc1. RXN SMILES: [CH2:1]([c:2]1[cH:3][cH:4][cH:5][cH:6][cH:7]1)[NH:8][C:9](=[S:10])[O:11][CH2:12][CH:13]1[CH:14]([CH2:20][CH:21]=[CH:22][CH2:23][CH2:24][CH2:25][C:26](=[O:27])[O:28][CH3:29])[CH:15]([OH:19])[CH2:16][CH:17]1[OH:18].[Li+:30].[OH-:31].[OH2:32]>>[CH2:1]([c:2]1[cH:3][cH:4][cH:5][cH:6][cH:7]1)[NH:8][C:9](=[S:10])[O:11][CH2:12][CH:13]1[CH:14]([CH2:20][CH:21]=[CH:22][CH2:23][CH2:24][CH2:25][C:26](=[O:27])[OH:28])[CH:15]([OH:19])[CH2:16][CH:17]1[OH:18]. Starting materials: C1(=CC=CC=C1)NC1=CC2=CC=C(C=C2C=C1)Br (N-phenyl-6-bromo-2-naphthylamine), IC1=CC=CC=C1 (iodobenzene), C([O-])([O-])=O.[K+].[K+] (potassium carbonate), C1COCCOCCOCCOCCOCCO1 (18-crown-6), iodo. Reagents/catalysts: [Cu] (copper bronze). Run in C1=CC(=CC=C1Cl)Cl (dichlorobenzene). Product: C1(=CC=CC=C1)N(C1=CC=CC=C1)C1=CC2=CC=C(C=C2C=C1)Br (N,N-Diphenyl-6-bromo-2-naphthylamine). Yield: 77.0%. RXN SMILES: [C:1]1([NH:7][C:8]2[CH:17]=[CH:16][C:15]3[C:10](=[CH:11][CH:12]=[C:13]([Br:18])[CH:14]=3)[CH:9]=2)[CH:6]=[CH:5][CH:4]=[CH:3][CH:2]=1.I[C:20]1[CH:25]=[CH:24][CH:23]=[CH:22][CH:21]=1.C(=O)([O-])[O-].[K+].[K+].C1OCCOCCOCCOCCOCCOC1>[Cu].C1C(Cl)=CC=C(Cl)C=1>[C:1]1([N:7]([C:8]2[CH:17]=[CH:16][C:15]3[C:10](=[CH:11][CH:12]=[C:13]([Br:18])[CH:14]=3)[CH:9]=2)[C:20]2[CH:25]=[CH:24][CH:23]=[CH:22][CH:21]=2)[CH:2]=[CH:3][CH:4]=[CH:5][CH:6]=1 |f:2.3.4|. Procedure details: A mixture of N-phenyl-6-bromo-2-naphthylamine (29.8 g. 0.10 moles), iodobenzene (50 g. 0.245 mol.), potassium carbonate (60 g. 0.434 mol.), copper bronze (4.0 g. 0.063 g. atoms), 18-crown-6 (3.7 g. 0.014 mol.) and dichlorobenzene (100 ml) was kept under reflux for 3 hours under nitrogen, cooled and filtered. The residue remaining after concentration of the filtrate, was chromatographed over 600 g of silica gel. Elution with toluene-heptane (1:9), gave the product, 28.65 g., m.p. 135.8-137.4° C.,... The reactants are COc1ncc(Br)cc1[N+](=O)[O-], CCO, [Cl-], [NH4+], O. The product is COc1ncc(Br)cc1N. As a reaction SMILES: [Br:1][c:2]1[cH:3][c:4]([N+:10]([O-:11])=[O:12])[c:5]([O:8][CH3:9])[n:6][cH:7]1.[CH3:15][CH2:16][OH:17].[Cl-:13].[NH4+:14].[OH2:18]>>[Br:1][c:2]1[cH:3][c:4]([NH2:10])[c:5]([O:8][CH3:9])[n:6][cH:7]1. Reactants: ClC1=NC2=CC=C(C=C2C=C1C(=O)O)Cl (2,6-dichloroquinoline-3-carboxylic acid), [N+](=O)([O-])C1=CC=C(C[C@H](N)C(=O)O)C=C1 (4-nitro-L-phenylalanine). The product is C(=O)(O)[C@H](CC1=CC=C(C=C1)[N+](=O)[O-])NC1=NC2=CC=C(C=C2C=C1C(=O)O)Cl (2-[(S)-1-Carboxy-2-(4-nitro-phenyl)-ethylamino]-6-chloro-quinoline-3-carboxylic acid). Isolated yield 61.0%. As a reaction SMILES: Cl[C:2]1[C:11]([C:12]([OH:14])=[O:13])=[CH:10][C:9]2[C:4](=[CH:5][CH:6]=[C:7]([Cl:15])[CH:8]=2)[N:3]=1.[N+:16]([C:19]1[CH:30]=[CH:29][C:22]([CH2:23][C@@H:24]([C:26]([OH:28])=[O:27])[NH2:25])=[CH:21][CH:20]=1)([O-:18])=[O:17]>>[C:26]([C@@H:24]([NH:25][C:2]1[C:11]([C:12]([OH:14])=[O:13])=[CH:10][C:9]2[C:4](=[CH:5][CH:6]=[C:7]([Cl:15])[CH:8]=2)[N:3]=1)[CH2:23][C:22]1[CH:21]=[CH:20][C:19]([N+:16]([O-:18])=[O:17])=[CH:30][CH:29]=1)([OH:28])=[O:27]. Reported procedure: In close analogy to the procedure described in Example 1, 2,6-dichloroquinoline-3-carboxylic acid is reacted with 4-nitro-L-phenylalanine to provide the title compound in 61% yield as yellow needles (recrystallization from MeOH/water). Reactants: O1C(OCC1)C1=C(C=C(S1)C(CCC)N1C(C2=CC=CC=C2C1=O)=O)C (N-[[5-(1,3-Dioxolan-2-yl)-4-methyl-2-thienyl]-4-butyl]-isoindole-1,3(2H)-dione), O.NN (hydrazine hydrate). The solvent is O1CCCC1 (tetrahydrofuran). Yields the product O1C(OCC1)C1=C(C=C(S1)CCCCN)C (4-[5-(1,3-Dioxolan-2-yl)-4-methyl-2-thienyl]-butanamine). Reaction SMILES: [O:1]1[CH2:5][CH2:4][O:3][CH:2]1[C:6]1[S:10][C:9]([CH:11](N2C(=O)C3C(=CC=CC=3)C2=O)[CH2:12][CH2:13][CH3:14])=[CH:8][C:7]=1[CH3:26].O.[NH2:28]N>O1CCCC1>[O:1]1[CH2:5][CH2:4][O:3][CH:2]1[C:6]1[S:10][C:9]([CH2:11][CH2:12][CH2:13][CH2:14][NH2:28])=[CH:8][C:7]=1[CH3:26] |f:1.2|. Reported procedure: N-[[5-(1,3-Dioxolan-2-yl)-4-methyl-2-thienyl]-4-butyl]-isoindole-1,3(2H)-dione (16.1 g) and hydrazine hydrate (8 ml) were stirred at room temperature in tetrahydrofuran (150 ml) for 24 h. The mixture was filtered and the filtrate was distilled to give the title compound as a red-brown oil (5.34 g), b.p. 230°/0.1 mm. Reactants: C(=O)(OC(C)(C)C)N[C@@H](CC1=CC=CC=C1)[C@@H]1C[C@H](C(O1)=O)CC1=CC=C(C=C1)C#N (5(S)-[1(S)-(Boc-amino)-2-phenylethyl]-3(R)-[(p-cyanophenyl)methyl]dihydrofuran-2-(3H)-one), [OH-].[Li+] (lithium hydroxide). Solvent: O (water), C(OC)COC (dimethoxyethane). Yields the product C(=O)(OC(C)(C)C)N[C@H]([C@H](C[C@H](C(=O)O)CC1=CC=C(C=C1)C#N)O)CC1=CC=CC=C1 (5(S)-(Boc-Amino)-4(S)-hydroxy-6-phenyl-2(R)-[(p-cyanophenyl)methyl]hexanoic acid). RXN SMILES: [C:1]([NH:8][C@H:9]([C@H:17]1[O:21][C:20](=[O:22])[C@H:19]([CH2:23][C:24]2[CH:29]=[CH:28][C:27]([C:30]#[N:31])=[CH:26][CH:25]=2)[CH2:18]1)[CH2:10][C:11]1[CH:16]=[CH:15][CH:14]=[CH:13][CH:12]=1)([O:3][C:4]([CH3:7])([CH3:6])[CH3:5])=[O:2].[OH-:32].[Li+]>C(COC)OC.O>[C:1]([NH:8][C@@H:9]([CH2:10][C:11]1[CH:16]=[CH:15][CH:14]=[CH:13][CH:12]=1)[C@@H:17]([OH:32])[CH2:18][C@@H:19]([CH2:23][C:24]1[CH:29]=[CH:28][C:27]([C:30]#[N:31])=[CH:26][CH:25]=1)[C:20]([OH:21])=[O:22])([O:3][C:4]([CH3:6])([CH3:7])[CH3:5])=[O:2] |f:1.2|. Procedure: In analogy with Example 1i), 0.50 g of 5(S)-[1(S)-(Boc-amino)-2-phenylethyl]-3(R)-[(p-cyanophenyl)methyl]dihydrofuran-2-(3H)-one in 19 ml of dimethoxyethane and 10 ml of water is hydrolysed with 4.8 ml of a 1M lithium hydroxide solution to form the title compound: TLC Rf (B)=0.3. The reactants are CN(Cc1cc(C(F)(F)F)cc(C(F)(F)F)c1)C1CC(C(=O)O)N(Cc2cccc(Cl)c2)C1, Fc1ccccc1N1CCNCC1. The product is CN(Cc1cc(C(F)(F)F)cc(C(F)(F)F)c1)C1CC(C(=O)N2CCN(c3ccccc3F)CC2)N(Cc2cccc(Cl)c2)C1. Reaction SMILES: [F:1][C:2]([c:3]1[cH:4][c:5]([CH2:6][N:7]([CH:8]2[CH2:9][CH:10]([C:21](=[O:22])[OH:23])[N:11]([CH2:13][c:14]3[cH:15][c:16]([Cl:20])[cH:17][cH:18][cH:19]3)[CH2:12]2)[CH3:24])[cH:25][c:26]([C:28]([F:29])([F:30])[F:31])[cH:27]1)([F:32])[F:33].[F:34][c:35]1[c:36]([N:41]2[CH2:42][CH2:43][NH:44][CH2:45][CH2:46]2)[cH:37][cH:38][cH:39][cH:40]1>>[F:1][C:2]([c:3]1[cH:4][c:5]([CH2:6][N:7]([CH:8]2[CH2:9][CH:10]([C:21](=[O:23])[N:44]3[CH2:43][CH2:42][N:41]([c:36]4[c:35]([F:34])[cH:40][cH:39][cH:38][cH:37]4)[CH2:46][CH2:45]3)[N:11]([CH2:13][c:14]3[cH:15][c:16]([Cl:20])[cH:17][cH:18][cH:19]3)[CH2:12]2)[CH3:24])[cH:25][c:26]([C:28]([F:29])([F:30])[F:31])[cH:27]1)([F:32])[F:33].